From a dataset of the Open Reaction Database (ORD), a public repository of structured organic reaction records. describe an organic reaction: reactants, conditions, products, and yield Yields the product C(#CCCCCCCCC)C1=CC=C(CN(C(\C=C\C2=CC=CC=C2)=O)C2=CC3=C(OC(OC3=O)(C)C)C=C2)C=C1 ((2E)-N-(4-dec-1-ynylbenzyl)-N-(2,2-dimethyl-4-oxo-4H-1,3-benzodioxin-6-yl)-3-phenylacrylamide). Reported procedure: The title compound was prepared following the procedure E using 6-[(4-dec-1-ynylbenzyl)amino]-2,2-dimethyl-4H-1,3-benzodioxin-4-one and (2E)-3-phenylacryloyl chloride. HPLC, Rt: 6.3 min (purity: 95.5%). Starting materials: C(#CCCCCCCCC)C1=CC=C(CNC2=CC3=C(OC(OC3=O)(C)C)C=C2)C=C1 (6-[(4-dec-1-ynylbenzyl)amino]-2,2-dimethyl-4H-1,3-benzodioxin-4-one), C1(=CC=CC=C1)/C=C/C(=O)Cl ((2E)-3-phenylacryloyl chloride). As a reaction SMILES: [C:1]([C:11]1[CH:31]=[CH:30][C:14]([CH2:15][NH:16][C:17]2[CH:29]=[CH:28][C:20]3[O:21][C:22]([CH3:27])([CH3:26])[O:23][C:24](=[O:25])[C:19]=3[CH:18]=2)=[CH:13][CH:12]=1)#[C:2][CH2:3][CH2:4][CH2:5][CH2:6][CH2:7][CH2:8][CH2:9][CH3:10].[C:32]1(/[CH:38]=[CH:39]/[C:40](Cl)=[O:41])[CH:37]=[CH:36][CH:35]=[CH:34][CH:33]=1>>[C:1]([C:11]1[CH:31]=[CH:30][C:14]([CH2:15][N:16]([C:17]2[CH:29]=[CH:28][C:20]3[O:21][C:22]([CH3:26])([CH3:27])[O:23][C:24](=[O:25])[C:19]=3[CH:18]=2)[C:40](=[O:41])/[CH:39]=[CH:38]/[C:32]2[CH:37]=[CH:36][CH:35]=[CH:34][CH:33]=2)=[CH:13][CH:12]=1)#[C:2][CH2:3][CH2:4][CH2:5][CH2:6][CH2:7][CH2:8][CH2:9][CH3:10]. The reactants are C(#N)C=1C(=C(C(=O)O)C=CC1)C (3-cyano-2-methylbenzoic acid), FC1(CCC(CC1)(C=1C=NC(=CC1)C(F)(F)F)CN)F (C-[4,4-difluoro-1-(6-trifluoromethyl-pyridin-3-yl)-cyclohexyl]-methylamine). Product: C(#N)C=1C(=C(C(=O)NCC2(CCC(CC2)(F)F)C=2C=NC(=CC2)C(F)(F)F)C=CC1)C (3-Cyano-N-[4,4-difluoro-1-(6-trifluoromethyl-pyridin-3-yl)-cyclohexylmethyl]-2-methyl-benzamide). Reaction SMILES: [C:1]([C:3]1[C:4]([CH3:12])=[C:5]([CH:9]=[CH:10][CH:11]=1)[C:6]([OH:8])=O)#[N:2].[F:13][C:14]1([F:32])[CH2:19][CH2:18][C:17]([CH2:30][NH2:31])([C:20]2[CH:21]=[N:22][C:23]([C:26]([F:29])([F:28])[F:27])=[CH:24][CH:25]=2)[CH2:16][CH2:15]1>>[C:1]([C:3]1[C:4]([CH3:12])=[C:5]([CH:9]=[CH:10][CH:11]=1)[C:6]([NH:31][CH2:30][C:17]1([C:20]2[CH:21]=[N:22][C:23]([C:26]([F:29])([F:27])[F:28])=[CH:24][CH:25]=2)[CH2:18][CH2:19][C:14]([F:13])([F:32])[CH2:15][CH2:16]1)=[O:8])#[N:2]. Procedure details: From 3-cyano-2-methylbenzoic acid and C-[4,4-difluoro-1-(6-trifluoromethyl-pyridin-3-yl)-cyclohexyl]-methylamine. LCMS (MH+): m/z=438.2, tR (minutes, Method D)=0.75 The reactants are N1=CC=C(C=C1)C=1C(=NNC1)C=1C=C(C=CC1)N (3-(4-pyridin-4-yl-1H-pyrazol-3-yl)-phenylamine), CCN(C(C)C)C(C)C (DIPEA), CN(C)C(=[N+](C)C)ON1C2=C(C=CC=C2)N=N1.[B-](F)(F)(F)F (TBTU), FC(C1=CC=C(C=C1)CC(=O)O)(F)F ((4-trifluoromethyl-phenyl)-acetic acid), C(=O)(O)[O-].[Na+] (NaHCO3). Solvent: ClCCl (dichloromethane). Reaction conditions: time 4 hour. Product: N1=CC=C(C=C1)C=1C(=NNC1)C=1C=C(C=CC1)NC(CC1=CC=C(C=C1)C(F)(F)F)=O (N-[3-(4-Pyridin-4-yl-1H-pyrazol-3-yl)-phenyl]-2-(4-trifluoromethyl-phenyl)-acetamide), solid. The yield is 87.0%. RXN SMILES: [N:1]1[CH:6]=[CH:5][C:4]([C:7]2[C:8]([C:12]3[CH:13]=[C:14]([NH2:18])[CH:15]=[CH:16][CH:17]=3)=[N:9][NH:10][CH:11]=2)=[CH:3][CH:2]=1.[F:19][C:20]([F:32])([F:31])[C:21]1[CH:26]=[CH:25][C:24]([CH2:27][C:28](O)=[O:29])=[CH:23][CH:22]=1.CCN(C(C)C)C(C)C.CN(C(ON1N=NC2C=CC=CC1=2)=[N+](C)C)C.[B-](F)(F)(F)F.C([O-])(O)=O.[Na+]>ClCCl>[N:1]1[CH:2]=[CH:3][C:4]([C:7]2[C:8]([C:12]3[CH:13]=[C:14]([NH:18][C:28](=[O:29])[CH2:27][C:24]4[CH:23]=[CH:22][C:21]([C:20]([F:31])([F:19])[F:32])=[CH:26][CH:25]=4)[CH:15]=[CH:16][CH:17]=3)=[N:9][NH:10][CH:11]=2)=[CH:5][CH:6]=1 |f:3.4,5.6|. Reported procedure: To a suspension of 3-(4-pyridin-4-yl-1H-pyrazol-3-yl)-phenylamine (80 mg, 0.339 mmol) (prepared as described in Example 6) in dichloromethane (8 mL), were added in the following order: (4-trifluoromethyl-phenyl)-acetic acid (138 mg, 0.678 mmol), DIPEA (131 mg, 174 uL, 1.017 mol) and TBTU (326 mg, 1.017 mol). The reaction mixture was stirred at room temperature for 4 hours. Then it was poured into a solution of saturated NaHCO3, the phases separated, and the organic phase was washed twice with sa... Reactants: CC(=O)O, O=C1CCC(=O)N1I, N#Cc1ccc(O)cc1, O=S(=O)(O)O. Yields the product N#Cc1ccc(O)c(I)c1. As a reaction SMILES: [CH3:23][C:24](=[O:25])[OH:26].[I:1][N:2]1[C:3](=[O:4])[CH2:5][CH2:6][C:7]1=[O:8].[OH:14][c:15]1[cH:16][cH:17][c:18]([C:21]#[N:22])[cH:19][cH:20]1.[S:9](=[O:10])(=[O:11])([OH:12])[OH:13]>>[I:1][c:16]1[c:15]([OH:14])[cH:20][cH:19][c:18]([C:21]#[N:22])[cH:17]1. Starting materials: ClC1=CC(=C(C#N)C=C1)NC(=O)OCC (4-chloro-2-(ethoxycarbonylamino)benzonitrile), BrCC(=O)C1=CC=C(C=C1)OC (2-bromo-4′-methoxyacetophenone). The product is NC1=C(N(C2=CC(=CC=C12)Cl)C(=O)OCC)C(C1=CC=C(C=C1)OC)=O (3-Amino-6-chloro-1-ethoxycarbonyl-2-(4-methoxybenzoyl)indole). Reaction SMILES: [Cl:1][C:2]1[CH:9]=[CH:8][C:5]([C:6]#[N:7])=[C:4]([NH:10][C:11]([O:13][CH2:14][CH3:15])=[O:12])[CH:3]=1.Br[CH2:17][C:18]([C:20]1[CH:25]=[CH:24][C:23]([O:26][CH3:27])=[CH:22][CH:21]=1)=[O:19]>>[NH2:7][C:6]1[C:5]2[C:4](=[CH:3][C:2]([Cl:1])=[CH:9][CH:8]=2)[N:10]([C:11]([O:13][CH2:14][CH3:15])=[O:12])[C:17]=1[C:18](=[O:19])[C:20]1[CH:25]=[CH:24][C:23]([O:26][CH3:27])=[CH:22][CH:21]=1. Procedure: The title compound was prepared according to the procedure described in step 2 of Example 1 from 4-chloro-2-(ethoxycarbonylamino)benzonitrile (Example 1, step 1) and 2-bromo-4′-methoxyacetophenone.